Dataset: the Open Reaction Database (ORD), a public repository of structured organic reaction records. Task: describe an organic reaction: reactants, conditions, products, and yield Procedure details: Compound 1 (316 mg) was dissolved in ethanol (25 mL), and calcium chloride dihydrate (132 mg) and zinc powder (2.55 g) were added to the solution, followed by stirring for 2 hours under reflux. The reaction mixture was subjected to filtration by use of a celite pad, to thereby remove zinc powder, and the solvent was evaporated to dryness. The residue was purified by silica gel column chromatography (hexane-ethyl acetate), to thereby yield the target product (yield: 35 mg, 12%). As a reaction SMILES: [CH3:1][O:2][C:3]1[CH:4]=[C:5](/[C:11](=[CH:14]/[C:15]2[S:16][C:17]([N+:20]([O-])=O)=[CH:18][CH:19]=2)/[C:12]#[N:13])[CH:6]=[CH:7][C:8]=1[O:9][CH3:10].O.O.[Cl-].[Ca+2].[Cl-]>C(O)C.[Zn]>[NH2:20][C:17]1[S:16][C:15](/[CH:14]=[C:11](/[C:5]2[CH:6]=[CH:7][C:8]([O:9][CH3:10])=[C:3]([O:2][CH3:1])[CH:4]=2)\[C:12]#[N:13])=[CH:19][CH:18]=1 |f:1.2.3.4.5|. The product is NC1=CC=C(S1)\C=C(/C#N)\C1=CC(=C(C=C1)OC)OC ((Z)-3-(5-amino-thiophen-2-yl)-2-(3,4-dimethoxy-phenyl)-acrylonitrile). The solvent is C(C)O (ethanol). Conditions: time 2 hour. Isolated yield 12.2%. Starting materials: COC=1C=C(C=CC1OC)/C(/C#N)=C/C=1SC(=CC1)[N+](=O)[O-] ((Z)-2-(3,4-dimethoxy-phenyl)-3-(5-nitro-thiophen-2-yl)-acrylonitrile), O.O.[Cl-].[Ca+2].[Cl-] (calcium chloride dihydrate). Reagents/catalysts: [Zn] (zinc). Reactants: C(C)(C)(C)OC(NC1=NC(=CC2=C1C(=NN2C(C2=CC=CC=C2)(C2=CC=CC=C2)C2=CC=CC=C2)OC)Cl)=O (tert-butyl(6-chloro-3-methoxy-1-trityl-1H-pyrazolo[4,3-c]pyridin-4-yl)carbamate), [NH4+].[Cl-] (NH4Cl), C(=O)([O-])[O-].[Cs+].[Cs+] (Cs2CO3), IC (iodomethane). Run in CN(C)C=O (DMF), CCOC(=O)C (EtOAc). Run at temperature 60 celsius, time 2 hour. Product: C(C)(C)(C)OC(N(C)C1=NC(=CC2=C1C(=NN2C(C2=CC=CC=C2)(C2=CC=CC=C2)C2=CC=CC=C2)OC)Cl)=O (tert-butyl(6-chloro-3-methoxy-1-trityl-1H-pyrazolo[4,3-c]pyridin-4-yl)(methyl)carbamate). RXN SMILES: [C:1]([O:5][C:6](=[O:39])[NH:7][C:8]1[C:13]2[C:14]([O:36][CH3:37])=[N:15][N:16]([C:17]([C:30]3[CH:35]=[CH:34][CH:33]=[CH:32][CH:31]=3)([C:24]3[CH:29]=[CH:28][CH:27]=[CH:26][CH:25]=3)[C:18]3[CH:23]=[CH:22][CH:21]=[CH:20][CH:19]=3)[C:12]=2[CH:11]=[C:10]([Cl:38])[N:9]=1)([CH3:4])([CH3:3])[CH3:2].[C:40]([O-])([O-])=O.[Cs+].[Cs+].IC.[NH4+].[Cl-]>CN(C=O)C.CCOC(C)=O>[C:1]([O:5][C:6](=[O:39])[N:7]([C:8]1[C:13]2[C:14]([O:36][CH3:37])=[N:15][N:16]([C:17]([C:30]3[CH:31]=[CH:32][CH:33]=[CH:34][CH:35]=3)([C:18]3[CH:23]=[CH:22][CH:21]=[CH:20][CH:19]=3)[C:24]3[CH:25]=[CH:26][CH:27]=[CH:28][CH:29]=3)[C:12]=2[CH:11]=[C:10]([Cl:38])[N:9]=1)[CH3:40])([CH3:4])([CH3:2])[CH3:3] |f:1.2.3,5.6|. Procedure details: t-Butyl(6-chloro-3-methoxy-1-trityl-1H-pyrazolo[4,3-c]pyridin-4-yl)carbamate (45B, 86 mg, 0.159 mmol) was taken up in DMF (1.6 ml). Cs2CO3 (104 mg, 0.318 mmol) followed by iodomethane (10.93 μl, 0.175 mmol) were added. The reaction was allowed to stir at 60° C. for 2 hours. EtOAc and saturated NH4Cl were added. The products were extracted into EtOAc (3×). The combined organic layers were washed with brine, dried over MgSO4, and concentrated in vacuo to give tert-butyl(6-chloro-3-methoxy-1-trityl... The reactants are COC(=O)Oc1cc2c(cnn2-c2c(Cl)cc(C(F)(F)F)cc2Cl)cc1[N+](=O)[O-], CCO, O, O=S(=O)(O)O. Product: O=[N+]([O-])c1cc2cnn(-c3c(Cl)cc(C(F)(F)F)cc3Cl)c2cc1O. RXN SMILES: [C:1](=[O:2])([O:3][CH3:29])[O:4][c:5]1[c:6]([N+:26](=[O:27])[O-:28])[cH:7][c:8]2[cH:9][n:10][n:11](-[c:14]3[c:15]([Cl:25])[cH:16][c:17]([C:21]([F:22])([F:23])[F:24])[cH:18][c:19]3[Cl:20])[c:12]2[cH:13]1.[CH3:31][CH2:32][OH:33].[OH2:30].[S:34](=[O:35])(=[O:36])([OH:37])[OH:38]>>[OH:4][c:5]1[c:6]([N+:26](=[O:27])[O-:28])[cH:7][c:8]2[cH:9][n:10][n:11](-[c:14]3[c:15]([Cl:25])[cH:16][c:17]([C:21]([F:22])([F:23])[F:24])[cH:18][c:19]3[Cl:20])[c:12]2[cH:13]1. Reactants: BrC1\C(\C2=CC(=CC=C2C1)F)=C/C(=O)N ((Z)-2-(2-bromo-6-fluoro-1-indanylidene)acetamide), C(C)(=O)[O-].[K+] (potassium acetate), C1COCCOCCOCCOCCOCCO1 (18-crown-6), C(C)(=O)O (acetic acid). Solvent: C(C)#N (acetonitrile), C(C)O (ethanol). Conditions: time 8 hour. The product is C(C)(=O)OC1\C(\C2=CC(=CC=C2C1)F)=C/C(=O)N ((Z)-2-(2-acetoxy-6-fluoro-1-indanylidene)acetamide). The yield is 46.5%. RXN SMILES: Br[CH:2]1[CH2:10][C:9]2[C:4](=[CH:5][C:6]([F:11])=[CH:7][CH:8]=2)/[C:3]/1=[CH:12]/[C:13]([NH2:15])=[O:14].[C:16]([O-:19])(=[O:18])[CH3:17].[K+].C1OCCOCCOCCOCCOCCOC1.C(O)(=O)C>C(#N)C.C(O)C>[C:16]([O:19][CH:2]1[CH2:10][C:9]2[C:4](=[CH:5][C:6]([F:11])=[CH:7][CH:8]=2)/[C:3]/1=[CH:12]/[C:13]([NH2:15])=[O:14])(=[O:18])[CH3:17] |f:1.2|. Reported procedure: A mixture of (Z)-2-(2-bromo-6-fluoro-1-indanylidene)acetamide (0.51 g, 1.90 mmoles), potassium acetate (0.37 g, 3.80 mmoles), and 18-crown-6 (0.06 g, 0.24 mmoles, Aldrich) in acetonitrile (20 mL) and ethanol (10 mL) was sonicated using a Sonicor ultrasonicator for 2 hours, allowing the temperature to rise to 35° C. The mixture was stirred overnight at ambient temperature. Glacial acetic acid (3 mL) was added and the mixture was sonicated for 1.5 hours allowing the temperature to rise to 50° C. T... Starting materials: Cl (HCl), O(C1=CC=CC=C1)C=1C=NC2=C(C=CC=C2C1O)C(F)(F)F (3-phenoxy-8-(trifluoromethyl)quinolin-4-ol), BrC=1C=NC2=C(C=CC=C2C1O)C(F)(F)F (3-bromo-8-(trifluoromethyl)quinolin-4-ol), [O-]C1=CC=CC=C1.[K+] (potassium phenoxide), CuBr. Reagents/catalysts: [Cu] (copper). Solvent: CN(C)C=O (DMF). The product is O(C1=CC=CC=C1)C=1C=NC2=C(C=CC=C2C1C1=CC=CC=C1)C(F)(F)F (3-PHENOXY-4-PHENYL-8-(TRIFLUOROMETHYL)QUINOLINE). Isolated yield 35.0%. RXN SMILES: [O:1]([C:8]1[CH:9]=[N:10][C:11]2[C:16]([C:17]=1O)=[CH:15][CH:14]=[CH:13][C:12]=2[C:19]([F:22])([F:21])[F:20])[C:2]1[CH:7]=[CH:6][CH:5]=[CH:4][CH:3]=1.BrC1C=N[C:27]2[C:32](C=1O)=[CH:31][CH:30]=[CH:29][C:28]=2C(F)(F)F.[O-]C1C=CC=CC=1.[K+].Cl>CN(C=O)C.[Cu]>[O:1]([C:8]1[CH:9]=[N:10][C:11]2[C:16]([C:17]=1[C:27]1[CH:32]=[CH:31][CH:30]=[CH:29][CH:28]=1)=[CH:15][CH:14]=[CH:13][C:12]=2[C:19]([F:22])([F:21])[F:20])[C:2]1[CH:7]=[CH:6][CH:5]=[CH:4][CH:3]=1 |f:2.3|. Reported procedure: 3-phenoxy-8-(trifluoromethyl)quinolin-4-ol: A solution of 3-bromo-8-(trifluoromethyl)quinolin-4-ol (1.28 g, 4.38 mmol), potassium phenoxide (4.24 g, 45.1 mmol), and copper powder (0.100 g, 1.61 mmol) in DMF (30 mL) is treated with CuBr (0.943 g, 6.57 mmol) and heated at reflux for 6 days. The cooled reaction is poured into 2N aq HCl and extracted with ethyl acetate. The combined extracts are washed with sat aq NaHCO3, water, brine, and dried with magnesium sulfate. The extracts are concentrated ... The reactants are ester, N1=C(C=NC=C1)C(=O)OC(C)(C)C (tert-butyl pyrazinecarboxylate), [Cl-] (chloride), 1-[1(R)-(di-tert-butylphosphino)ethyl]-2(S)- (diphenylphosphino)ferrocene. Run in CO (methanol). Yields the product N1[C@@H](CNCC1)C(=O)OC(C)(C)C (Tert-butyl (S)-piperazine-2-carboxylate). RXN SMILES: [N:1]1[CH:6]=[CH:5][N:4]=[CH:3][C:2]=1[C:7]([O:9][C:10]([CH3:13])([CH3:12])[CH3:11])=[O:8].[Cl-]>CO>[NH:1]1[CH2:6][CH2:5][NH:4][CH2:3][C@H:2]1[C:7]([O:9][C:10]([CH3:13])([CH3:12])[CH3:11])=[O:8]. Procedure details: Analogously to Example 4, 0.52 g (2.85 mmol) of tert-butyl pyrazinecarboxylate (prepared according to Example 2), 25.3 mg (54 μmol) of bicyclo[2.2.1 ]hepta-2,5-dienerhodium(I) chloride dimer and 61.5 mg (113.3 μmol) of 1-[1(R)-(di-tert-butylphosphino)ethyl]-2(S)- (diphenylphosphino)ferrocene were hydrogenated for 20 hours in 10 ml of methanol at 70° C. and 50 bar. A conversion of 67 percent was determined by NMR. The ee value was determined by hydrolyzing the ester (see Example 8). The reactants are BrC=1C=C2C(=C(C=NC2=CC1)C(=O)C1CC1)NC=1C=NN(C1)C1CCN(CC1)C(=O)OC(C)(C)C (tert-butyl 4-(4-((6-bromo-3-(cyclopropanecarbonyl)quinolin-4-yl)amino)-1H-pyrazol-1-yl)piperidine-1-carboxylate), ClC=1C=C(C=CC1O)B(O)O ((3-chloro-4-hydroxyphenyl)boronic acid). The product is ClC=1C=C(C=CC1O)C=1C=C2C(=C(C=NC2=CC1)C(=O)C1CC1)NC=1C=NN(C1)C1CCN(CC1)C(=O)OC(C)(C)C (tert-butyl 4-(4-((6-(3-chloro-4-hydroxyphenyl)-3-(cyclopropanecarbonyl)quinolin-4-yl)amino)-1H-pyrazol-1-yl)piperidine-1-carboxylate). The yield is 105.4%. As a reaction SMILES: Br[C:2]1[CH:3]=[C:4]2[C:9](=[CH:10][CH:11]=1)[N:8]=[CH:7][C:6]([C:12]([CH:14]1[CH2:16][CH2:15]1)=[O:13])=[C:5]2[NH:17][C:18]1[CH:19]=[N:20][N:21]([CH:23]2[CH2:28][CH2:27][N:26]([C:29]([O:31][C:32]([CH3:35])([CH3:34])[CH3:33])=[O:30])[CH2:25][CH2:24]2)[CH:22]=1.[Cl:36][C:37]1[CH:38]=[C:39](B(O)O)[CH:40]=[CH:41][C:42]=1[OH:43]>>[Cl:36][C:37]1[CH:38]=[C:39]([C:2]2[CH:3]=[C:4]3[C:9](=[CH:10][CH:11]=2)[N:8]=[CH:7][C:6]([C:12]([CH:14]2[CH2:16][CH2:15]2)=[O:13])=[C:5]3[NH:17][C:18]2[CH:19]=[N:20][N:21]([CH:23]3[CH2:24][CH2:25][N:26]([C:29]([O:31][C:32]([CH3:35])([CH3:33])[CH3:34])=[O:30])[CH2:27][CH2:28]3)[CH:22]=2)[CH:40]=[CH:41][C:42]=1[OH:43]. Procedure details: Following general procedure D, tert-butyl 4-(4-((6-bromo-3-(cyclopropanecarbonyl)quinolin-4-yl)amino)-1H-pyrazol-1-yl)piperidine-1-carboxylate (54 mg, 0.10 mmol) was reacted with (3-chloro-4-hydroxyphenyl)boronic acid (34 mg, 0.20 mmol) to afford the desired product (62 mg, >99%) as a yellow-brown solid. ESI MS m/z 588 [C32H34ClN5O4+H]+ Starting materials: BrCC(=O)C1=C(C=C(C=C1C)SC1=CC=C(C=C1)OC)Cl (2-Bromo-1-(2-chloro-4-(4-methoxyphenylsulfanyl)-6-methylphenyl)ethanone), NC(=S)N (thiourea). The solvent is CCO (EtOH). The product is ClC1=C(C(=CC(=C1)SC1=CC=C(C=C1)OC)C)C=1N=C(SC1)N (4-(2-Chloro-4-(4-methoxyphenylsulfanyl)-6-methylphenyl)thiazol-2-ylamine). The yield is 57.7%. As a reaction SMILES: Br[CH2:2][C:3]([C:5]1[C:10]([CH3:11])=[CH:9][C:8]([S:12][C:13]2[CH:18]=[CH:17][C:16]([O:19][CH3:20])=[CH:15][CH:14]=2)=[CH:7][C:6]=1[Cl:21])=O.[NH2:22][C:23]([NH2:25])=[S:24]>CCO>[Cl:21][C:6]1[CH:7]=[C:8]([S:12][C:13]2[CH:18]=[CH:17][C:16]([O:19][CH3:20])=[CH:15][CH:14]=2)[CH:9]=[C:10]([CH3:11])[C:5]=1[C:3]1[N:22]=[C:23]([NH2:25])[S:24][CH:2]=1. Procedure: A mixture of 2-bromo-1-(2-chloro-4-(4-methoxyphenylsulfanyl)-6-methylphenyl)ethanone (3-3, 0.127 g) and thiourea (30 mg, 0.33 mmol) in 95% EtOH (3.0 mL) was heated at reflux for 60 min. The solution was concentrated under reduced pressure and the residue was re-dissolved in ethyl acetate. The solution was washed with saturated aqueous NaHCO3, dried over MgSO4(s), and concentrated under reduced pressure. The residue was purified by column chromatography on silica gel to give 4-(2-chloro-4-(4-meth...